From a dataset of the Open Reaction Database (ORD), a public repository of structured organic reaction records. describe an organic reaction: reactants, conditions, products, and yield The product is O=C(CCC1CCCO1)n1ccnc1. Reactants: ClCCl, O=C(O)CCC1CCCO1, O=C(n1ccnc1)n1ccnc1. Reaction SMILES: [Cl:23][CH2:24][Cl:25].[O:13]1[CH:14]([CH2:18][CH2:19][C:20]([OH:21])=[O:22])[CH2:15][CH2:16][CH2:17]1.[n:1]1([C:6](=[O:7])[n:8]2[cH:9][n:10][cH:11][cH:12]2)[cH:2][cH:3][n:4][cH:5]1>>[C:6](=[O:7])([n:8]1[cH:9][n:10][cH:11][cH:12]1)[CH2:19][CH2:18][CH:14]1[O:13][CH2:17][CH2:16][CH2:15]1. The reactants are NC1=C(C=CC=2OC(OC21)(C)C)F (4-amino-2,2-dimethyl-5-fluoro-1,3-benzodioxole), ClN1C(CCC1=O)=O (N-chlorosuccinimide), C(Cl)Cl.CCCCCCC (methylene chloride heptane). The solvent is CN(C=O)C (N,N-dimethylformamide), CN(C=O)C (N,N-dimethylformamide). Yields the product NC1=C(C=C(C=2OC(OC21)(C)C)Cl)F (4-amino-7-chloro-2,2-dimethyl-5-fluoro-1,3-benzodioxole). Isolated yield 72.7%. RXN SMILES: [NH2:1][C:2]1[C:10]2[O:9][C:8]([CH3:12])([CH3:11])[O:7][C:6]=2[CH:5]=[CH:4][C:3]=1[F:13].[Cl:14]N1C(=O)CCC1=O.C(Cl)Cl.CCCCCCC>CN(C)C=O>[NH2:1][C:2]1[C:10]2[O:9][C:8]([CH3:11])([CH3:12])[O:7][C:6]=2[C:5]([Cl:14])=[CH:4][C:3]=1[F:13] |f:2.3|. Reported procedure: In a flask were placed 2.23 g (0.0122 mole) of 4-amino-2,2-dimethyl-5-fluoro-1,3-benzodioxole and 40 mL of N,N-dimethylformamide. To this solution was added in a dropwise manner a solution of 1.79 g (0.0134 mole) of N-chlorosuccinimide in N,N-dimethylformamide while maintaining the temperature at ambient conditions. The solvent was evaporated under reduced pressure, leaving a residue which was passed through a column of silica gel eluting with methylene chloride/heptane (1:1 ). Product-containin... The reactants are tris(triphenylphosphine) ruthenium dichloride, C1(C=CC(N1)=O)=O (maleimide), COC1=CCC=CC1 (1-methoxycyclohexa-1,4-diene). Run in C(Cl)(Cl)Cl (chloroform). Yields the product COC12C3C(NC(C3C(C=C1)CC2)=O)=O (1-Methoxy-4-azatricyclo[5.2.2.02,6 ]undec-8-en-3,5-dione). As a reaction SMILES: [CH3:1][O:2][C:3]1[CH2:8][CH:7]=[CH:6][CH2:5][CH:4]=1.[C:9]1(=[O:15])[NH:13][C:12](=[O:14])[CH:11]=[CH:10]1>C(Cl)(Cl)Cl>[CH3:1][O:2][C:3]12[CH2:8][CH2:7][CH:6]([CH:5]=[CH:4]1)[CH:11]1[CH:10]2[C:9](=[O:15])[NH:13][C:12]1=[O:14]. Reported procedure: 11 g (0.1 mol) of 1-methoxycyclohexa-1,4-diene are heated under reflux with 0.1 g of tris(triphenylphosphine)-ruthenium dichloride and 8.8 g (0.09 mol) of maleimide in 100 ml of absolute chloroform overnight. The mixture is concentrated and the residue is recrystallized from 100 ml of toluene. Starting materials: C1(=CC=CC=C1)C(F)(F)F (benzotrifluoride), [Al+3].[Cl-].[Cl-].[Cl-] (AlCl3), C1(=CC=CC=C1)OC (anisole). The product is COC1=CC=C(C=C1)C(Cl)(Cl)C1=CC=CC=C1 (4-methoxyphenyl-phenyl-dichloromethane). As a reaction SMILES: [C:1]1([C:7](F)(F)F)[CH:6]=[CH:5][CH:4]=[CH:3][CH:2]=1.[Al+3].[Cl-:12].[Cl-:13].[Cl-].[C:15]1([O:21][CH3:22])[CH:20]=[CH:19][CH:18]=[CH:17][CH:16]=1>>[CH3:22][O:21][C:15]1[CH:20]=[CH:19][C:18]([C:7]([C:1]2[CH:6]=[CH:5][CH:4]=[CH:3][CH:2]=2)([Cl:13])[Cl:12])=[CH:17][CH:16]=1 |f:1.2.3.4|. Procedure details: From benzotrifluoride (146 mg, 1 mmol), AlCl3 (400 mg, 3 mmol) and anisole (108 mg, 1 mmol), dark red viscous oil (352 mg, 132% crude).